Dataset: the Open Reaction Database (ORD), a public repository of structured organic reaction records. Task: describe an organic reaction: reactants, conditions, products, and yield Starting materials: C(C)OC(=O)C1=C(SC=C1C1=C(C=CC=C1)C)N (2-amino-4-(2-methylphenyl)-thiophene-3-carboxylic acid ethyl ester), C1(C=2C(C(=O)O1)=CC=CC2)=O (phthalic anhydride). The solvent is C(C)(=O)O (acetic acid). Product: C(C)OC(=O)C1=C(SC=C1C1=C(C=CC=C1)C)N1C(C2=CC=CC=C2C1=O)=O (2-(1,3-Dioxo-1,3-dihydroisoindol-2-yl)-4-(2-methylphenyl)-thiophene-3-carboxylic acid ethyl ester). As a reaction SMILES: [CH2:1]([O:3][C:4]([C:6]1[C:10]([C:11]2[CH:16]=[CH:15][CH:14]=[CH:13][C:12]=2[CH3:17])=[CH:9][S:8][C:7]=1[NH2:18])=[O:5])[CH3:2].[C:19]1(=O)[O:24][C:22](=[O:23])[C:21]2=[CH:25][CH:26]=[CH:27][CH:28]=[C:20]12>C(O)(=O)C>[CH2:1]([O:3][C:4]([C:6]1[C:10]([C:11]2[CH:16]=[CH:15][CH:14]=[CH:13][C:12]=2[CH3:17])=[CH:9][S:8][C:7]=1[N:18]1[C:22](=[O:23])[C:21]2[C:20](=[CH:28][CH:27]=[CH:26][CH:25]=2)[C:19]1=[O:24])=[O:5])[CH3:2]. Procedure details: A mixture of 2-amino-4-(2-methylphenyl)-thiophene-3-carboxylic acid ethyl ester (2 mmol, Example 10, Part C) and phthalic anhydride (2.2 mmol) in glacial acetic acid (20 mL) is heated at reflux overnight. After cooling to room temperature, the acetic acid is removed in vacuo and the residue triturated with petroleum ether. The crude product is collected by filtration, suspended in acetyl chloride (5 mL), and heated to reflux for one hour. After removing the solvent in vacuo the residue is dissol...